From a dataset of the Open Reaction Database (ORD), a public repository of structured organic reaction records. describe an organic reaction: reactants, conditions, products, and yield Run in N1=CC=CC=C1 (pyridine). Isolated yield 85.8%. Reaction conditions: temperature 60 celsius, time 18 hour. Yields the product C(C1=CC=CC=C1)N1C[C@H](CC1)N(C1=C(C=C(C=C1)F)F)C(C(C)C)=O ((3S)-1-benzyl-3-[isobutyryl(2,4-difluorophenyl)amino]pyrrolidine). The reagents and catalysts are CN(C)C=1C=CN=CC1 (DMAP). Procedure details: To a solution of (3S)-1-benzyl-3-[(2,4-difluorophenyl)amino]pyrrolidine (150 mg, 0.52 mmol) and DMAP (6 mg, 0.05 mmol) in pyridine (7 mL) was added isobutyryl chloride (0.16 mL, 1.5 mmol) at 0° C. After being stirred at 60° C. for 18 h, the reaction mixture was quenched with an aqueous NaH(CO)3 solution and extracted with EtOAc. The extracts were concentrated in vacuo, the reside was purified by column chomatography (MeOH/CHCl3=1/25) to give the title compound (160 mg, 86.0%). Reactants: C(C1=CC=CC=C1)N1C[C@H](CC1)NC1=C(C=C(C=C1)F)F ((3S)-1-benzyl-3-[(2,4-difluorophenyl)amino]pyrrolidine), C(C(C)C)(=O)Cl (isobutyryl chloride). Reaction SMILES: [CH2:1]([N:8]1[CH2:12][CH2:11][C@H:10]([NH:13][C:14]2[CH:19]=[CH:18][C:17]([F:20])=[CH:16][C:15]=2[F:21])[CH2:9]1)[C:2]1[CH:7]=[CH:6][CH:5]=[CH:4][CH:3]=1.[C:22](Cl)(=[O:26])[CH:23]([CH3:25])[CH3:24]>CN(C1C=CN=CC=1)C.N1C=CC=CC=1>[CH2:1]([N:8]1[CH2:12][CH2:11][C@H:10]([N:13]([C:22](=[O:26])[CH:23]([CH3:25])[CH3:24])[C:14]2[CH:19]=[CH:18][C:17]([F:20])=[CH:16][C:15]=2[F:21])[CH2:9]1)[C:2]1[CH:7]=[CH:6][CH:5]=[CH:4][CH:3]=1.